From a dataset of the Open Reaction Database (ORD), a public repository of structured organic reaction records. describe an organic reaction: reactants, conditions, products, and yield Starting materials: ClC=1N=CC2=C(N1)N(C(=C2)C)C2CCCC2 (2-Chloro-7-cyclopentyl-6-methyl-7H-pyrrolo[2,3-d]pyrimidine), ClN1C(CCC1=O)=O (N-chlorosuccinimide). The solvent is ClCCl (dichloromethane), ClCCl (dichloromethane). Reaction conditions: time 3 day. Yields the product ClC=1N=CC2=C(N1)N(C(=C2Cl)C)C2CCCC2 (2,5-Dichloro-7-cyclopentyl-6-methyl-7H-pyrrolo[2,3-d]pyrimidine). Isolated yield 84.0%. Reaction SMILES: [Cl:1][C:2]1[N:3]=[CH:4][C:5]2[CH:10]=[C:9]([CH3:11])[N:8]([CH:12]3[CH2:16][CH2:15][CH2:14][CH2:13]3)[C:6]=2[N:7]=1.[Cl:17]N1C(=O)CCC1=O>ClCCl>[Cl:1][C:2]1[N:3]=[CH:4][C:5]2[C:10]([Cl:17])=[C:9]([CH3:11])[N:8]([CH:12]3[CH2:13][CH2:14][CH2:15][CH2:16]3)[C:6]=2[N:7]=1. Procedure: To a solution of 2-Chloro-7-cyclopentyl-6-methyl-7H-pyrrolo[2,3-d]pyrimidine (164 mg, 0.70 mmol) in dichloromethane (3 mL) is added N-chlorosuccinimide (0.4M in DCM, 1.1 eq) over 1 h. The reaction mixture is allowed to stir for 3 days at room temperature. The reaction mixture is diluted with dichloromethane and washed with saturated aqueous sodium bicarbonate followed by brine. The organic phase is concentrated and the crude product is purified by normal phase chromatography (SiO2, EtOAc/heptane... The reactants are C(C=CC#C)O (2-penten-4-yn-1-ol), IC1=CC=C(C=C1)I (1,4-diiodobenzene). The reagents and catalysts are [Cu]I (copper(I) iodide), C=1C=CC(=CC1)[P](C=2C=CC=CC2)(C=3C=CC=CC3)[Pd]([P](C=4C=CC=CC4)(C=5C=CC=CC5)C=6C=CC=CC6)([P](C=7C=CC=CC7)(C=8C=CC=CC8)C=9C=CC=CC9)[P](C=1C=CC=CC1)(C=1C=CC=CC1)C=1C=CC=CC1 (tetrakis(triphenylphosphine)palladium). Run in C(C)(C)NC(C)C (diisopropylamine), C(C)(C)NC(C)C (diisopropylamine). Reaction conditions: time 1 hour. Yields the product OC/C=C/C#CC1=CC=C(C=C1)C#C/C=C/CO ((E)(E) 5-[4-(5-hydroxy-pent-3-en-1-ynyl)-phenyl]-pent-2-en-4-yn-1-ol). Isolated yield 54.6%. Reaction SMILES: I[C:2]1[CH:7]=[CH:6][C:5](I)=[CH:4][CH:3]=1.[CH2:9]([OH:14])[CH:10]=[CH:11][C:12]#[CH:13]>C(NC(C)C)(C)C.[Cu]I.C1C=CC([P]([Pd]([P](C2C=CC=CC=2)(C2C=CC=CC=2)C2C=CC=CC=2)([P](C2C=CC=CC=2)(C2C=CC=CC=2)C2C=CC=CC=2)[P](C2C=CC=CC=2)(C2C=CC=CC=2)C2C=CC=CC=2)(C2C=CC=CC=2)C2C=CC=CC=2)=CC=1>[OH:14][CH2:9]/[CH:10]=[CH:11]/[C:12]#[C:13][C:2]1[CH:7]=[CH:6][C:5]([C:13]#[C:12]/[CH:11]=[CH:10]/[CH2:9][OH:14])=[CH:4][CH:3]=1 |^1:27,29,48,67|. Procedure details: To a solution of 1,4-diiodobenzene (1.32 g, 4.0 mmol) in diisopropylamine (12 mL) under a nitrogen atmosphere were added copper(I) iodide (60 mg, 0.3 mmol) and tetrakis(triphenylphosphine)palladium (80 mg, 0.07 mmol). After the mixture stirred for 1 h, a solution of 2-penten-4-yn-1-ol (1.0 g, 12.0 mmol) in diisopropylamine (7 mL) was added. After stirring under a nitrogen at 60° C. for 8 h, the reaction mixture was filtered and the filtrate evaporated to dryness. The product was purified by flas... The reactants are Compound II, CN(NC(NCC1=CC=NC=C1)=O)CC(=O)O (2-(1-methyl-2-(pyridin-4-ylmethylcarbamoyl)hydrazinyl)acetic acid), N[C@H](C(=O)N(CC1=CC=CC2=CC=CC=C12)[C@H](C(OCC)OCC)C)CC1=CC=C(C=C1)OC(C)(C)C ((S)-2-amino-3-(4-tert-butoxyphenyl)-N—((S)-1,1-diethoxy-propan-2-yl)-N-(naphthalen-1-ylmethyl)propanamide). The product is C(C)(C)(C)OC1=CC=C(C=C1)C[C@@H](C(=O)N(CC1=CC=CC2=CC=CC=C12)[C@H](C(OCC)OCC)C)NC(CN(NC(=O)NCC1=CC=NC=C1)C)=O (1-(2-((S)-3-(4-tert-butoxyphenyl)-1-(((S)-1,1-diethoxypropan-2-yl)(naphthalen-1-ylmethyl)amino)-1-oxopropan-2-ylamino)-2-oxoethyl)-1-methyl-4-(pyridin-4-ylmethyl)semicarbazide). As a reaction SMILES: [CH3:1][N:2]([CH2:14][C:15]([OH:17])=O)[NH:3][C:4](=[O:13])[NH:5][CH2:6][C:7]1[CH:12]=[CH:11][N:10]=[CH:9][CH:8]=1.[NH2:18][C@@H:19]([CH2:43][C:44]1[CH:49]=[CH:48][C:47]([O:50][C:51]([CH3:54])([CH3:53])[CH3:52])=[CH:46][CH:45]=1)[C:20]([N:22]([C@@H:34]([CH3:42])[CH:35]([O:39][CH2:40][CH3:41])[O:36][CH2:37][CH3:38])[CH2:23][C:24]1[C:33]2[C:28](=[CH:29][CH:30]=[CH:31][CH:32]=2)[CH:27]=[CH:26][CH:25]=1)=[O:21]>>[C:51]([O:50][C:47]1[CH:46]=[CH:45][C:44]([CH2:43][C@H:19]([NH:18][C:15](=[O:17])[CH2:14][N:2]([CH3:1])[NH:3][C:4]([NH:5][CH2:6][C:7]2[CH:8]=[CH:9][N:10]=[CH:11][CH:12]=2)=[O:13])[C:20]([N:22]([C@@H:34]([CH3:42])[CH:35]([O:39][CH2:40][CH3:41])[O:36][CH2:37][CH3:38])[CH2:23][C:24]2[C:33]3[C:28](=[CH:29][CH:30]=[CH:31][CH:32]=3)[CH:27]=[CH:26][CH:25]=2)=[O:21])=[CH:49][CH:48]=1)([CH3:54])([CH3:52])[CH3:53]. Procedure details: According to the procedure described in the synthesis method of Compound II-15, 2-(1-methyl-2-(pyridin-4-ylmethylcarbamoyl)hydrazinyl)acetic acid (Compound VI-6) 71 mg (0.30 mmol) was coupled with (S)-2-amino-3-(4-tert-butoxyphenyl)-N—((S)-1,1-diethoxy-propan-2-yl)-N-(naphthalen-1-ylmethyl)propanamide (Compound IV-2) 100 mg (0.20 mmol) to obtain the title compound. Starting materials: C1(=C(C=CC=C1)CN1C(=CC2=C(C=CC=C12)OC)C)C1=CC=CC=C1 (1-([1,1′-biphenyl]-2-ylmethyl)-4-methoxy-2-methyl-1H-indole). The solvent is B(Br)(Br)Br.C(Cl)Cl (BBr3 CH2Cl2). Yields the product C1(=C(C=CC=C1)CN1C(=CC2=C(C=CC=C12)O)C)C1=CC=CC=C1 (1-([1,1′-biphenyl]-2-ylmethyl)-4-hydroxy-2-methyl-1H-indole). Isolated yield 54.8%. As a reaction SMILES: [C:1]1([C:20]2[CH:25]=[CH:24][CH:23]=[CH:22][CH:21]=2)[CH:6]=[CH:5][CH:4]=[CH:3][C:2]=1[CH2:7][N:8]1[C:16]2[C:11](=[C:12]([O:17]C)[CH:13]=[CH:14][CH:15]=2)[CH:10]=[C:9]1[CH3:19]>B(Br)(Br)Br.C(Cl)Cl>[C:1]1([C:20]2[CH:25]=[CH:24][CH:23]=[CH:22][CH:21]=2)[CH:6]=[CH:5][CH:4]=[CH:3][C:2]=1[CH2:7][N:8]1[C:16]2[C:11](=[C:12]([OH:17])[CH:13]=[CH:14][CH:15]=2)[CH:10]=[C:9]1[CH3:19] |f:1.2|. Reported procedure: By the method used in Example 1, Part D, 1.6 g (4.9 mmol) of 1-([1,1′-biphenyl]-2-ylmethyl)-4-methoxy-2-methyl-1H-indole was O-demethylated by treating it with 20 mL of 1M BBr3/CH2Cl2. The crude product was chromatographed on silica gel and eluted with 20% EtOAc/hexane to give 841 mg (55% yield) of 1-([1,1′-biphenyl]-2-ylmethyl)-4-hydroxy-2-methyl-1H-indole. Starting materials: C(C)(C)N(C(C)C)[Al](N(C(C)C)C(C)C)N(C(C)C)C(C)C (tris(diisopropylamino) aluminium), C(C)(C)O (isopropanol). Product: ( d ), C(C)(C)O[Al](N(C(C)C)C(C)C)N(C(C)C)C(C)C (isopropoxy bis(diisopropylamino) aluminium), C(C)(C)O[Al](N(C(C)C)C(C)C)OC(C)C (di(isopropoxy) (diisopropylamino) aluminium). As a reaction SMILES: C(N([Al:8]([N:16]([CH:20]([CH3:22])[CH3:21])[CH:17]([CH3:19])[CH3:18])[N:9]([CH:13]([CH3:15])[CH3:14])[CH:10]([CH3:12])[CH3:11])C(C)C)(C)C.[CH:23]([OH:26])([CH3:25])[CH3:24]>>[CH:23]([O:26][Al:8]([N:9]([CH:10]([CH3:11])[CH3:12])[CH:13]([CH3:14])[CH3:15])[N:16]([CH:17]([CH3:18])[CH3:19])[CH:20]([CH3:21])[CH3:22])([CH3:25])[CH3:24].[CH:23]([O:26][Al:8]([O:26][CH:23]([CH3:25])[CH3:24])[N:16]([CH:17]([CH3:18])[CH3:19])[CH:20]([CH3:21])[CH3:22])([CH3:25])[CH3:24]. Procedure: and (d) were prepared by the method of J K Ruff (J. Amer. Chem. Soc. 1961, 83 2835); (a) was then further reacted with 1 and 2 equivalents of isopropanol to give (c) and (b) respectively. Starting materials: C(C)(=O)SCC(C(=O)N[C@@H](CCCCN)C(=O)O)CC(=O)OC (Nα -[3-(acetylthio)-2-methoxycarbonylmethylpropanoyl]-L-lysine), C(C)(=O)SCC(C(=O)N[C@@H](CCCNC(N)=N)C(=O)O)CC(=O)OC (Nα -[3-acetylthio-2-methoxycarbonylmethylpropanoyl]-L-arginine). The product is C(N)(=O)CC(C(=O)N[C@@H](CCCCN)C(=O)O)CS (Nα -[2-(carbamoylmethyl)-3-mercaptopropanoyl]-L-lysine). Reaction SMILES: C([S:4][CH2:5][CH:6]([CH2:19][C:20]([O:22]C)=O)[C:7]([NH:9][C@H:10]([C:16]([OH:18])=[O:17])[CH2:11][CH2:12][CH2:13][CH2:14][NH2:15])=[O:8])(=O)C.C(SCC(CC(OC)=O)C([NH:32][C@H](C(O)=O)CCCNC(=N)N)=O)(=O)C>>[C:20]([CH2:19][CH:6]([CH2:5][SH:4])[C:7]([NH:9][C@H:10]([C:16]([OH:18])=[O:17])[CH2:11][CH2:12][CH2:13][CH2:14][NH2:15])=[O:8])(=[O:22])[NH2:32]. Procedure details: By substituting Nα -[3-(acetylthio)-2-methoxycarbonylmethylpropanoyl]-L-lysine for the Nα -[3-acetylthio-2-methoxycarbonylmethylpropanoyl]-L-arginine in the procedure of Example 19, Nα -[2-(carbamoylmethyl)-3-mercaptopropanoyl]-L-lysine is obtained. RXN SMILES: Cl.[Br:2][C:3]1[CH:10]=[CH:9][CH:8]=[CH:7][C:4]=1[CH2:5][NH2:6].[C:11](OC([O-])=O)([O:13][C:14]([CH3:17])([CH3:16])[CH3:15])=[O:12]>O1CCCC1>[Br:2][C:3]1[CH:10]=[CH:9][CH:8]=[CH:7][C:4]=1[CH2:5][NH:6][C:11](=[O:12])[O:13][C:14]([CH3:17])([CH3:16])[CH3:15] |f:0.1|. Conditions: time 1 hour. Yield: 82.9%. Starting materials: Cl.BrC1=C(CN)C=CC=C1 (2-Bromobenzylamine hydrochloride), C(=O)(OC(C)(C)C)OC(=O)[O-] (t-butyl dicarbonate). Solvent: O1CCCC1 (tetrahydrofuran), O1CCCC1 (tetrahydrofuran). Procedure: 15.0 g of 2-Bromobenzylamine hydrochloride was dissolved in 100 ml of tetrahydrofuran, and a solution of 13 g of t-butyl dicarbonate in tetrahydrofuran (25 ml) was added thereto. The mixture was stirred at room temperature for 1 hour, and then the solvent was evaporated. The residue was dissolved in ethyl acetate, and washed successively with 1N hydrochloric acid and brine. The organic layer was dried over anhydrous magnesium sulfate, and the solvent was evaporated, to give 16.0 g of the title c... Yields the product BrC1=C(CNC(OC(C)(C)C)=O)C=CC=C1 (t-Butyl N-(2-bromobenzyl)carbamate).